This data is from the Open Reaction Database (ORD), a public repository of structured organic reaction records. The task is: describe an organic reaction: reactants, conditions, products, and yield Starting materials: CN, COc1ccnc(-c2ccc(F)c([N+](=O)[O-])c2)c1, C1CCOC1, O. Yields the product CNc1ccc(-c2cc(OC)ccn2)cc1[N+](=O)[O-]. As a reaction SMILES: [CH3:1][NH2:2].[F:3][c:4]1[c:5]([N+:18](=[O:19])[O-:20])[cH:6][c:7](-[c:10]2[n:11][cH:12][cH:13][c:14]([O:16][CH3:17])[cH:15]2)[cH:8][cH:9]1.[O:22]1[CH2:23][CH2:24][CH2:25][CH2:26]1.[OH2:21]>>[CH3:1][NH:2][c:4]1[c:5]([N+:18](=[O:19])[O-:20])[cH:6][c:7](-[c:10]2[n:11][cH:12][cH:13][c:14]([O:16][CH3:17])[cH:15]2)[cH:8][cH:9]1. Starting materials: Cl (HCl), [OH-].[Li+] (lithium hydroxide), O (water), ClC=1C=C(C=C(C1)F)C1=C(C=C(S1)C(=O)OCC)C1=CC(=CC=C1)C#N (Ethyl 5-(3-chloro-5-fluorophenyl)-4-(3-cyanophenyl)thiophene-2-carboxylate). Run in O1CCCC1 (tetrahydrofuran). Conditions: time 8 hour. The product is ClC=1C=C(C=C(C1)F)C1=C(C=C(S1)C(=O)O)C1=CC(=CC=C1)C#N (5-(3-chloro-5-fluorophenyl)-4-(3-cyanophenyl)thiophene-2-carboxylic acid). Reaction SMILES: [Cl:1][C:2]1[CH:3]=[C:4]([C:9]2[S:13][C:12]([C:14]([O:16]CC)=[O:15])=[CH:11][C:10]=2[C:19]2[CH:24]=[CH:23][CH:22]=[C:21]([C:25]#[N:26])[CH:20]=2)[CH:5]=[C:6]([F:8])[CH:7]=1.[OH-].[Li+].O.Cl>O1CCCC1>[Cl:1][C:2]1[CH:3]=[C:4]([C:9]2[S:13][C:12]([C:14]([OH:16])=[O:15])=[CH:11][C:10]=2[C:19]2[CH:24]=[CH:23][CH:22]=[C:21]([C:25]#[N:26])[CH:20]=2)[CH:5]=[C:6]([F:8])[CH:7]=1 |f:1.2|. Procedure details: 130 mg (0.34 mmol) of the compound from Example 11A are provided in 6.1 ml of tetrahydrofuran, and 80.7 mg (3.37 mmol) of lithium hydroxide and 2.0 ml of water are added at room temperature. The mixture is stirred at room temperature overnight, a 1N aqueous HCl solution is subsequently added until an acidic pH is obtained, the mixture is extracted with ethyl acetate and the extract is dried over sodium sulfate, filtered and concentrated. 119 mg (89% of theory) of the title compound are obtained.